From a dataset of the Open Reaction Database (ORD), a public repository of structured organic reaction records. describe an organic reaction: reactants, conditions, products, and yield Starting materials: polyphosphoric acid, BrC1COC2=CC=C(C=C2C1=O)OC (3-bromo-6-methoxy-4-chromanone), ethylene ketal, C(CC)NCC(C)=O (1-(propylamino)-2-propanone). The solvent is C1(=CC=CC=C1)C (toluene), [N+](=O)([O-])C (nitromethane). Yields the product COC=1C=CC2=C(C1)C=1C(N(CC(C1)=O)CCC)CO2 (9-methoxy-4-propyl-2,3,4a,5-tetrahydro-4H-[1]-benzopyrano[3,4-b]pyridin-2-one). RXN SMILES: Br[CH:2]1[C:11](=O)[C:10]2[C:5](=[CH:6][CH:7]=[C:8]([O:13][CH3:14])[CH:9]=2)[O:4][CH2:3]1.[CH2:15]([NH:18][CH2:19][C:20](=[O:22])[CH3:21])[CH2:16][CH3:17]>C1(C)C=CC=CC=1.[N+](C)([O-])=O>[CH3:14][O:13][C:8]1[CH:7]=[CH:6][C:5]2[O:4][CH2:3][CH:2]3[N:18]([CH2:15][CH2:16][CH3:17])[CH2:19][C:20](=[O:22])[CH:21]=[C:11]3[C:10]=2[CH:9]=1. Reported procedure: The starting material is prepared as follows: A mixture of 2.57 g of 3-bromo-6-methoxy-4-chromanone and 3.3 g of the ethylene ketal of 1-(propylamino)-2-propanone in 500 ml of toluene is refluxed for 17 hours. The resulting product is dissolved in 20 ml of nitromethane and added to 50 ml of 85% polyphosphoric acid. After 48 hours at room temperature the reaction is poured onto ice to afford 9-methoxy-4-propyl-2,3,4a,5-tetrahydro-4H-[1]-benzopyrano[3,4-b]pyridin-2-one. Starting materials: [N+](=O)([O-])C=1C=NC2=CC=CC=C2C1O (3-nitroquinolin-4-ol), Formula XXIX, [N+](=O)([O-])C=1C=NC2=CC=CN=C2C1O (3-nitro[1,5]naphthyridin-4-ol). The product is NC=1C=NC2=CC=CN=C2C1O (3-amino[1,5]naphthyridin-4-ol), NC=1C=NC2=CC=CC=C2C1O (3-aminoquinolin-4-ol), Formula XXX. RXN SMILES: [N+:1]([C:4]1[CH:5]=[N:6][C:7]2[C:12]([C:13]=1[OH:14])=[N:11][CH:10]=[CH:9][CH:8]=2)([O-])=O.[N+:15]([C:18]1[CH:19]=[N:20][C:21]2[C:26]([C:27]=1[OH:28])=[CH:25][CH:24]=[CH:23][CH:22]=2)([O-])=O>>[NH2:1][C:4]1[CH:5]=[N:6][C:7]2[C:12]([C:13]=1[OH:14])=[N:11][CH:10]=[CH:9][CH:8]=2.[NH2:15][C:18]1[CH:19]=[N:20][C:21]2[C:26]([C:27]=1[OH:28])=[CH:25][CH:24]=[CH:23][CH:22]=2. Reported procedure: In step (4) of Reaction Scheme II, a 3-nitro[1,5]naphthyridin-4-ol or 3-nitroquinolin-4-ol of Formula XXIX is reduced to provide a 3-amino[1,5]naphthyridin-4-ol or 3-aminoquinolin-4-ol of Formula XXX. The reduction can be carried out using the methods described in step (1) of Reaction Scheme I. Starting materials: C(CCl)Cl (EDC), NC1=CC=C(C=N1)C=CC(=O)O (3-(6-amino-pyridin-3-yl)-acrylic acid), C=1C=CC2=C(C1)N=NN2O (HOBt), ClC1=C(OC2=C1C=CC=C2)CNC ((3-chloro-benzofuran-2-ylmethyl)methylamine), C(C)N(C(C)C)C(C)C ((i-Pr)2EtN). Run in CN(C)C=O (DMF), O (H2O). Run at time 8 hour. Yields the product Cl.NC1=CC=C(C=N1)/C=C/C(=O)N(C)CC=1OC2=C(C1Cl)C=CC=C2 ((E)-3-(6-Amino-pyridin-3-yl)-N-(3-chloro-benzofuran-2-ylmethyl)-N-methyl-acrylamide hydrochloride). The yield is 86.7%. Reaction SMILES: C(Cl)C[Cl:3].[NH2:5][C:6]1[N:11]=[CH:10][C:9]([CH:12]=[CH:13][C:14]([OH:16])=O)=[CH:8][CH:7]=1.C1C=CC2N(O)N=NC=2C=1.[Cl:27][C:28]1[C:32]2[CH:33]=[CH:34][CH:35]=[CH:36][C:31]=2[O:30][C:29]=1[CH2:37][NH:38][CH3:39].C(N(C(C)C)C(C)C)C>CN(C=O)C.O>[ClH:3].[NH2:5][C:6]1[N:11]=[CH:10][C:9](/[CH:12]=[CH:13]/[C:14]([N:38]([CH2:37][C:29]2[O:30][C:31]3[CH:36]=[CH:35][CH:34]=[CH:33][C:32]=3[C:28]=2[Cl:27])[CH3:39])=[O:16])=[CH:8][CH:7]=1 |f:7.8|. Reported procedure: EDC (0.21 g, 1.08 mmol) was added to a suspension of 3-(6-amino-pyridin-3-yl)-acrylic acid (148 mg, 0.9 mmol), HOBt (134 mg, 1 mmol), (3-chloro-benzofuran-2-ylmethyl)methylamine (194 mg, 0.99 mmol), and (i-Pr)2EtN (0.75 mL, 4.46 mmol) in DMF (16 mL). The mixture was stirred overnight at room temperature then cooled to 0° C. and diluted with H2O (32 mL) with rapid stirring. The resulting precipitate was collected by filtration, washed with H2O (32 mL) and dried under high vacuum. The residue was ... Reactants: COC(=O)c1cc(Cl)cc(Oc2cccc(C(F)(F)F)c2)n1, CCO, [Na+], [OH-]. The product is O=C(O)c1cc(Cl)cc(Oc2cccc(C(F)(F)F)c2)n1. As a reaction SMILES: [CH3:1][O:2][C:3]([c:4]1[cH:5][c:6]([Cl:21])[cH:7][c:8]([O:10][c:11]2[cH:12][c:13]([C:17]([F:18])([F:19])[F:20])[cH:14][cH:15][cH:16]2)[n:9]1)=[O:22].[CH3:25][CH2:26][OH:27].[Na+:24].[OH-:23]>>[O:2]=[C:3]([c:4]1[cH:5][c:6]([Cl:21])[cH:7][c:8]([O:10][c:11]2[cH:12][c:13]([C:17]([F:18])([F:19])[F:20])[cH:14][cH:15][cH:16]2)[n:9]1)[OH:22]. Starting materials: C(C(=C)C)(=O)O (methacrylic acid), C(C1CO1)OCC1=CC=CO1 (furfuryl glycidyl ether). Solvent: CCOCC (ether). Run at temperature 100 celsius, time 2 hour. The product is C(C(=C)C)(=O)OCC(COCC1=CC=CO1)O (3-Furfuryloxy-2-hydroxyprop-1-yl methacrylate). Isolated yield 94.8%. RXN SMILES: [C:1]([OH:6])(=[O:5])[C:2]([CH3:4])=[CH2:3].[CH2:7]([O:11][CH2:12][C:13]1[O:17][CH:16]=[CH:15][CH:14]=1)[CH:8]1[O:10][CH2:9]1>CCOCC>[C:1]([O:6][CH2:9][CH:8]([OH:10])[CH2:7][O:11][CH2:12][C:13]1[O:17][CH:16]=[CH:15][CH:14]=1)(=[O:5])[C:2]([CH3:4])=[CH2:3]. Procedure details: A mixture of methacrylic acid (10 g), furfuryl glycidyl ether (15 g) and triethylaminc (0.3 g) was heated to 100° C. for 2 hours then to 105° C. for an additional 2 hours. GC analysis showed 96% conversion. The mixture was taken up into ether, washed with water, followed by saturated sodium bicarbonate, dried with MgSO4 filtered and rotary evaporated to provide 23.7 g of a faintly yellow oil (94.8%). Starting materials: BrC=1C=C(C=C(C1)[N+](=O)[O-])S(=O)(=O)NC(C)(C)C (3-bromo-N-(tert-butyl)-5-nitrobenzenesulfonamide), C(#C)C=1C=C(N)C=CC1 (3-ethynylaniline). Product: NC=1C=C(C=CC1)C#CC=1C=C(C=C(C1)[N+](=O)[O-])S(=O)(=O)NC(C)(C)C (3-[(3-Aminophenyl)ethynyl]-N-(tert-butyl)-5-nitrobenzenesulfonamide). Isolated yield 32.0%. Reaction SMILES: Br[C:2]1[CH:3]=[C:4]([S:11]([NH:14][C:15]([CH3:18])([CH3:17])[CH3:16])(=[O:13])=[O:12])[CH:5]=[C:6]([N+:8]([O-:10])=[O:9])[CH:7]=1.[C:19]([C:21]1[CH:22]=[C:23]([CH:25]=[CH:26][CH:27]=1)[NH2:24])#[CH:20]>>[NH2:24][C:23]1[CH:22]=[C:21]([C:19]#[C:20][C:2]2[CH:3]=[C:4]([S:11]([NH:14][C:15]([CH3:18])([CH3:17])[CH3:16])(=[O:13])=[O:12])[CH:5]=[C:6]([N+:8]([O-:10])=[O:9])[CH:7]=2)[CH:27]=[CH:26][CH:25]=1. Reported procedure: The desired compound was prepared according to the procedure of Example B5, step E using 3-bromo-N-(tert-butyl)-5-nitrobenzenesulfonamide and 3-ethynylaniline as the starting materials in 32% yield. LCMS for C18H20N3O4S (M+H)+: m/z=374.2.